Dataset: the Open Reaction Database (ORD), a public repository of structured organic reaction records. Task: describe an organic reaction: reactants, conditions, products, and yield Starting materials: dihydrate, C([O-])([O-])=O.[K+].[K+] (potassium carbonate), O1CCN(CC1)C1=C2C=CC=NC2=C(C=C1)[N+](=O)[O-] (5-Morpholino-8-nitroquinoline), Cl (hydrochloric acid), stannous chloride. The solvent is O (water). Run at time 1 hour. The product is NC=1C=CC(=C2C=CC=NC12)N1CCOCC1 (8-amino-5-morpholinoquinoline). Yield: 53.0%. Reaction SMILES: [O:1]1[CH2:6][CH2:5][N:4]([C:7]2[CH:16]=[CH:15][C:14]([N+:17]([O-])=O)=[C:13]3[C:8]=2[CH:9]=[CH:10][CH:11]=[N:12]3)[CH2:3][CH2:2]1.Cl.C(=O)([O-])[O-].[K+].[K+]>O>[NH2:17][C:14]1[CH:15]=[CH:16][C:7]([N:4]2[CH2:5][CH2:6][O:1][CH2:2][CH2:3]2)=[C:8]2[C:13]=1[N:12]=[CH:11][CH:10]=[CH:9]2 |f:2.3.4|. Reported procedure: 5-Morpholino-8-nitroquinoline, 3.90 g, was dissolved into 30 ml of water and 30 ml of hydrochloric acid. To this mixture 10.2 g of stannous chloride.dihydrate was added and the mixture was heated on a water bath under stirring for 1 hour. After cooling, the mixture was neutralized with potassium carbonate and extracted with ethyl acetate. The extract was dried over anhydrous sodium sulfate. Ethyl acetate was evaporated to produce 1.83 g (yield: 53%) of 8-amino-5-morpholinoquinoline. This compoun...